This data is from the Open Reaction Database (ORD), a public repository of structured organic reaction records. The task is: describe an organic reaction: reactants, conditions, products, and yield Reactants: BrCC(=O)O (2-bromoacetic acid), [OH-].[K+] (potassium hydroxide), [N+](=O)([O-])C=1C=NNC1 (4-nitro-1H-pyrazole). Solvent: CC(=O)C (acetone), O (water), CC(=O)C (acetone). Reaction conditions: time 30 minute. Product: [N+](=O)([O-])C=1C=NN(C1)CC(=O)O (2-(4-nitro-1H-pyrazol-1-yl)acetic acid). Isolated yield 86.6%. Reaction SMILES: [OH-].[K+].[N+:3]([C:6]1[CH:7]=[N:8][NH:9][CH:10]=1)([O-:5])=[O:4].Br[CH2:12][C:13]([OH:15])=[O:14]>O.CC(C)=O>[N+:3]([C:6]1[CH:7]=[N:8][N:9]([CH2:12][C:13]([OH:15])=[O:14])[CH:10]=1)([O-:5])=[O:4] |f:0.1|. Procedure: A solution of potassium hydroxide (32.7 g, 0.58 mol) in water (100 mL) was added to a stirred mixture of 4-nitro-1H-pyrazole (30 g, 0.27 mol) in acetone (500 mL) at room temperature. After 30 min, a solution of 2-bromoacetic acid (38.7 g, 0.27 mol) in acetone (100 mL) was added and the reaction was stirred overnight. The solvent was removed in vacuo, the residue was diluted with water then extracted three times with ethyl acetate and the combined organic layer was concentrated in vacuo. The resi... Reactants: OC=1C=CC2=C(SC(=C2C(C2=CC=C(C=C2)C=CC(=O)O)=O)C2=CC=C(C=C2)O)C1 (6-hydroxy-3-[4-(2-carboxyvinyl)benzoyl]-2-(4-hydroxyphenyl)benzo[b]thiophene). Reagents/catalysts: [Pd] (Pd/C). The solvent is CCO (EtOH), CCOC(=O)C (EtOAc). Yields the product OC=1C=CC2=C(SC(=C2C(C2=CC=C(C=C2)CCC(=O)O)=O)C2=CC=C(C=C2)O)C1 (6-hydroxy-3-[4-(2-carboxyethyl)benzoyl]-2-(4-hydroxyphenyl)benzo[b]thiophene). Yield: 72.7%. Reaction SMILES: [OH:1][C:2]1[CH:3]=[CH:4][C:5]2[C:9]([C:10](=[O:22])[C:11]3[CH:16]=[CH:15][C:14]([CH:17]=[CH:18][C:19]([OH:21])=[O:20])=[CH:13][CH:12]=3)=[C:8]([C:23]3[CH:28]=[CH:27][C:26]([OH:29])=[CH:25][CH:24]=3)[S:7][C:6]=2[CH:30]=1>CCO.CCOC(C)=O.[Pd]>[OH:1][C:2]1[CH:3]=[CH:4][C:5]2[C:9]([C:10](=[O:22])[C:11]3[CH:12]=[CH:13][C:14]([CH2:17][CH2:18][C:19]([OH:21])=[O:20])=[CH:15][CH:16]=3)=[C:8]([C:23]3[CH:24]=[CH:25][C:26]([OH:29])=[CH:27][CH:28]=3)[S:7][C:6]=2[CH:30]=1. Reported procedure: 6-hydroxy-3-[4-(2-carboxyvinyl)benzoyl]-2-(4-hydroxyphenyl)benzo[b]thiophene (310 mg, 0.74 mmol) was dissolved in 50 mL of a 1:1 mixture of EtOH and EtOAc. This solution was hydrogenated at 40 psi in the presence of 10% Pd/C (200 mg). When the reaction was judged complete by TLC analysis, the mixture was filtered through Celite to remove the catalyst. The filtrated was concentrated in vacuo to a yellow oil that was triturated from hexanes/EtOAc. Filtration provided 225 mg (72%) of 6-hydroxy-3-[4... The reactants are FC1=C(C=CC=C1)C=1N=C2N(C(NC3=C2CNCC3)=O)C1 (2-(2-fluorophenyl)-7,8,9,10-tetrahydro-imidazo[1,2-c]pyrido[3,4-e]pyrimidin-5(6H)-one). The reagents and catalysts are [Pd] (palladium black). Run at temperature 280 celsius. Yields the product FC1=C(C=CC=C1)C=1N=C2N(C(NC3=C2C=NC=C3)=O)C1 (2-(2-Fluorophenyl)-imidazol[1,2-c]pyrido[3,4-e]pyrimidin-5(6H)-one). As a reaction SMILES: [F:1][C:2]1[CH:7]=[CH:6][CH:5]=[CH:4][C:3]=1[C:8]1[N:9]=[C:10]2[C:15]3[CH2:16][NH:17][CH2:18][CH2:19][C:14]=3[NH:13][C:12](=[O:20])[N:11]2[CH:21]=1>[Pd]>[F:1][C:2]1[CH:7]=[CH:6][CH:5]=[CH:4][C:3]=1[C:8]1[N:9]=[C:10]2[C:15]3[CH:16]=[N:17][CH:18]=[CH:19][C:14]=3[NH:13][C:12](=[O:20])[N:11]2[CH:21]=1. Reported procedure: A mixture of 2-(2-fluorophenyl)-7,8,9,10-tetrahydro-imidazo[1,2-c]pyrido[3,4-e]pyrimidin-5(6H)-one (110 mg) and palladium black (150 mg) was placed in a sublimator and evacuated (1 mm Hg). The temperature was slowly raised to 280° C. The desired product sublimed from the mixture and was collected after the apparatus had been cooled back down to room temperature. In this manner 2-(2-Fluorophenyl)-imidazol[1,2-c]pyrido[3,4-e]pyrimidin-5(6H)-one (Compound 1), m.p. 315°-320° C. was obtained as tan c... Starting materials: [AlH]1OCCCC1 (alumoxane), COC(C(=O)O)OCCOCC (methoxy(ethoxyethoxy)acetic acid), C(Cl)(Cl)Cl (chloroform), MEEA-alumoxane, CO (methanol). Run in O (water), C(Cl)Cl (methylene chloride), O (water), O (water), C(C)O (ethanol). Run at temperature 1100 celsius, time 1 hour. The product is COC(C(=O)[O-])OCCOCC.[AlH]1OCCCC1 (methoxy(ethoxyethoxy)acetate alumoxane). Reaction SMILES: [CH3:1][O:2][CH:3]([O:7][CH2:8][CH2:9][O:10][CH2:11][CH3:12])[C:4]([OH:6])=[O:5].CO.C(Cl)(Cl)Cl.[AlH:19]1[CH2:24][CH2:23][CH2:22][CH2:21][O:20]1>O.C(O)C.C(Cl)Cl>[CH3:1][O:2][CH:3]([O:7][CH2:8][CH2:9][O:10][CH2:11][CH3:12])[C:4]([O-:6])=[O:5].[AlH:19]1[CH2:24][CH2:23][CH2:22][CH2:21][O:20]1 |f:7.8|. Procedure: Pseudoboehmite (20.0 g) and methoxy(ethoxyethoxy)acetic acid (102 mL) were refluxed in water (400 mL) resulting in a clear solution after 72 h. The solution was centrifuged at 6000 rpm for 1 hour and decanted. Removal of the volatiles in vacuo (10−2 Torr) at 90° C. yielded a gel which was then dissolved in ethanol (100 mL) while stirring (10 min.) then triturated with diethyl ether (200 mL). The white solid powder thus obtained was redissolved in water (100 mL) and dried at 50° C. for 24 h resul... The reactants are ClC1=C(C=C(C=C1C)[N+](=O)[O-])C (4-chloro-3,5-dimethyl-1-nitrobenzene), ClC1=CC=C(C=2CCCCC12)O (4-chloro-5,6,7,8-tetrahydro-1-naphthol), C([O-])([O-])=O.[K+].[K+] (potassium carbonate). Run in CN(C)C=O (DMF). Conditions: temperature 140 celsius. The product is ClC1=CC=C(C=2CCCCC12)OC1=C(C=C(C=C1C)[N+](=O)[O-])C (4-(4-chloro-5,6,7,8-tetrahydro-1-naphthoxy)-3,5-dimethyl-1-nitrobenzene). The yield is 55.2%. As a reaction SMILES: Cl[C:2]1[C:7]([CH3:8])=[CH:6][C:5]([N+:9]([O-:11])=[O:10])=[CH:4][C:3]=1[CH3:12].[Cl:13][C:14]1[C:23]2[CH2:22][CH2:21][CH2:20][CH2:19][C:18]=2[C:17]([OH:24])=[CH:16][CH:15]=1.C(=O)([O-])[O-].[K+].[K+]>CN(C=O)C>[Cl:13][C:14]1[C:23]2[CH2:22][CH2:21][CH2:20][CH2:19][C:18]=2[C:17]([O:24][C:2]2[C:7]([CH3:8])=[CH:6][C:5]([N+:9]([O-:11])=[O:10])=[CH:4][C:3]=2[CH3:12])=[CH:16][CH:15]=1 |f:2.3.4|. Procedure details: To a solution of 35.62 g (0.19 mole) of 4-chloro-3,5-dimethyl-1-nitrobenzene and 38.54 g (0.21 mole) of 4-chloro-5,6,7,8-tetrahydro-1-naphthol in 300 mL of dry DMF under an atmosphere of nitrogen and at room temperature was added 29.16 g (0.21 mole) of anhydrous potassium carbonate. The resulting reaction mixture was heated to 140° C. (internal). The reaction mixture was then heated between 140° and 150° C. for 40 hrs. The reaction mixture was then cooled to room temperature. The DMF was removed... The reactants are FC1=C(C=CC(=C1)C(C(=O)O)C)C1=CC=C(C=C1)F (2-(2,4'-Difluoro-4-biphenylyl)propionic acid), S(O)(O)(=O)=O (sulphuric acid), C(C)O (ethanol). Solvent: ice water. Product: FC1=C(C=CC(=C1)C(C(=O)OCC)C)C1=CC=C(C=C1)F (ethyl 2-(2,4'-difluoro-4-biphenylyl)-propionate). RXN SMILES: [F:1][C:2]1[CH:7]=[C:6]([CH:8]([CH3:12])[C:9]([OH:11])=[O:10])[CH:5]=[CH:4][C:3]=1[C:13]1[CH:18]=[CH:17][C:16]([F:19])=[CH:15][CH:14]=1.S(=O)(=O)(O)O.[CH2:25](O)[CH3:26]>>[F:1][C:2]1[CH:7]=[C:6]([CH:8]([CH3:12])[C:9]([O:11][CH2:25][CH3:26])=[O:10])[CH:5]=[CH:4][C:3]=1[C:13]1[CH:14]=[CH:15][C:16]([F:19])=[CH:17][CH:18]=1. Reported procedure: 2-(2,4'-Difluoro-4-biphenylyl)propionic acid (830 mg.), ethanol (10 ml.) and concentrated sulphuric acid (0.5 ml.) were refluxed for 16 hours. The solution was diluted with ice-water (200 ml.) and extracted with ether. After the usual washing, evaporation of the ether and distillation of the residue gave ethyl 2-(2,4'-difluoro-4-biphenylyl)-propionate, b.p. 145°-146°C./0.8 mm. The reactants are solution, C[Mg]Br (methylmagnesium bromide), C(C)OCC (diethylether), OC1=C(C#N)C=C(C=C1C(C)C)C(C)C (2-hydroxy-3,5-diisopropyl benzonitrile), Cl (hydrochloric acid). Solvent: C1CCOC1 (THF), C1CCOC1 (THF), O (water). Yields the product OC1=C(C=C(C=C1C(C)C)C(C)C)C(C)=O (2′-hydroxy-3′5′-diisopropylacetophenone). The yield is 12.6%. As a reaction SMILES: C[Mg]Br.C([O:6][CH2:7][CH3:8])C.[OH:9][C:10]1[C:17]([CH:18]([CH3:20])[CH3:19])=[CH:16][C:15]([CH:21]([CH3:23])[CH3:22])=[CH:14][C:11]=1C#N.Cl>O.C1COCC1>[OH:9][C:10]1[C:17]([CH:18]([CH3:19])[CH3:20])=[CH:16][C:15]([CH:21]([CH3:23])[CH3:22])=[CH:14][C:11]=1[C:7](=[O:6])[CH3:8]. Reported procedure: To dry THF (10 mL) there was added 3.0 M solution of methylmagnesium bromide in diethylether (Aldrich) (10.9 mL; 32.8 mmole) and then a previously prepared solution of 2-hydroxy-3,5-diisopropyl benzonitrile (2.78 g, 13.7 mmole) and dry THF (70 mL) was added. After 7 hours under the reflux the reaction mixture was mixed with water (100 mL), acidified with concentrated hydrochloric acid (50 mL) and refluxed for one more hour. After cooling and extraction with ethyl acetate an oily product was obta...